This data is from the Open Reaction Database (ORD), a public repository of structured organic reaction records. The task is: describe an organic reaction: reactants, conditions, products, and yield Product: NC=1SC=C(N1)CC(=O)NC1[C@@H]2N(C(=C(CS2)CSC)C(=O)O)C1=O (7-[2-(2-aminothiazol-4-yl)acetamido]-3-methylthiomethyl-3-cephem-4-carboxylic acid). The yield is 40.7%. Conditions: temperature 10 celsius. RXN SMILES: [NH2:1][C:2]1[S:3][CH:4]=[C:5]([CH2:7][C:8]([NH:10][CH:11]2[C:37](=[O:38])[N:13]3[C:14]([C:21]([O:23]C(C4C=CC=CC=4)C4C=CC=CC=4)=[O:22])=[C:15]([CH2:18][S:19][CH3:20])[CH2:16][S:17][C@H:12]23)=[O:9])[N:6]=1.FC(F)(F)C(O)=O.C1(OC)C=CC=CC=1.C1C=CC=CC=1>C(Cl)Cl>[NH2:1][C:2]1[S:3][CH:4]=[C:5]([CH2:7][C:8]([NH:10][CH:11]2[C:37](=[O:38])[N:13]3[C:14]([C:21]([OH:23])=[O:22])=[C:15]([CH2:18][S:19][CH3:20])[CH2:16][S:17][C@H:12]23)=[O:9])[N:6]=1. Solvent: C(Cl)Cl (methylene chloride). The reactants are C1=CC=CC=C1 (benzene), NC=1SC=C(N1)CC(=O)NC1[C@@H]2N(C(=C(CS2)CSC)C(=O)OC(C2=CC=CC=C2)C2=CC=CC=C2)C1=O (benzhydryl 7-[2-(2-aminothiazol-4-yl)acetamido]-3-methylthiomethyl-3-cephem-4-carboxylate), FC(C(=O)O)(F)F (trifluoroacetic acid), C1(=CC=CC=C1)OC (anisole), FC(C(=O)O)(F)F (trifluoroacetic acid). Procedure details: The mixture of benzhydryl 7-[2-(2-aminothiazol-4-yl)acetamido]-3-methylthiomethyl-3-cephem-4-carboxylate (3.3 g), trifluoroacetic acid (10 ml) and anisole (10 ml) in methylene chloride (10 ml) was stirred at 10° C. for an hour. After benzene (50 ml) was added to the reaction mixture, the trifluoroacetic acid therein was mixture, the trifluoroacetic acid therein was azeotropically removed under reduced pressure. The remained aqueous solution was poured into a mixture of ethyl acetate (100 ml) and... Reactants: ClC(Cl)Cl, O=c1n(Cl)c(=O)n(Cl)c(=O)n1Cl, [K+], [OH-], O, Cc1ccc2ccccc2n1. Yields the product ClC(Cl)c1ccc2ccccc2n1. As a reaction SMILES: [CH:27]([Cl:28])([Cl:29])[Cl:30].[Cl:12][n:13]1[c:14](=[O:15])[n:16]([Cl:17])[c:18](=[O:19])[n:20]([Cl:21])[c:22]1=[O:23].[K+:26].[OH-:25].[OH2:24].[n:1]1[c:2]([CH3:3])[cH:4][cH:5][c:6]2[cH:7][cH:8][cH:9][cH:10][c:11]12>>[n:1]1[c:2]([CH:27]([Cl:28])[Cl:30])[cH:4][cH:5][c:6]2[cH:7][cH:8][cH:9][cH:10][c:11]12.